From a dataset of the Open Reaction Database (ORD), a public repository of structured organic reaction records. describe an organic reaction: reactants, conditions, products, and yield Starting materials: COC(=O)c1c(Cl)c(Cl)c(Cl)n1N(Cc1ccccc1)C(=O)OC(C)(C)C, ClCCl, O=C(O)C(F)(F)F. The product is COC(=O)c1c(Cl)c(Cl)c(Cl)n1NCc1ccccc1. As a reaction SMILES: [CH3:1][O:2][C:3](=[O:4])[c:5]1[n:6]([N:13]([C:14]([O:15][C:16]([CH3:17])([CH3:18])[CH3:19])=[O:20])[CH2:21][c:22]2[cH:23][cH:24][cH:25][cH:26][cH:27]2)[c:7]([Cl:12])[c:8]([Cl:11])[c:9]1[Cl:10].[Cl:28][CH2:29][Cl:30].[F:31][C:32]([F:33])([F:34])[C:35]([OH:36])=[O:37]>>[CH3:1][O:2][C:3](=[O:4])[c:5]1[n:6]([NH:13][CH2:21][c:22]2[cH:23][cH:24][cH:25][cH:26][cH:27]2)[c:7]([Cl:12])[c:8]([Cl:11])[c:9]1[Cl:10]. Reactants: [H-].[Na+] (sodium hydride), [Cl-].[NH4+] (ammonium chloride), FC(C1=CC(=NC=C1)C=1NOC(N1)=O)(F)F (3-(4-trifluoromethylpyridin-2-yl)-1,2,4-oxadiazol-5-one), CC1=CC=C(C(=O)OCCl)C=C1 (chloromethyl 4-methylbenzoate). The solvent is CN(C=O)C (N,N-dimethylformamide). Run at time 10 minute. Product: CC1=CC=C(C(=O)OCN2C(=NOC2=O)C2=NC=CC(=C2)C(F)(F)F)C=C1 ([3-(4-trifluoromethylpyridin-2-yl)-1,2,4-oxadiazol-5-on-4-yl]methyl 4-methylbenzoate). The yield is 50.8%. Reaction SMILES: [H-].[Na+].[F:3][C:4]([F:18])([F:17])[C:5]1[CH:10]=[CH:9][N:8]=[C:7]([C:11]2[NH:12][O:13][C:14](=[O:16])[N:15]=2)[CH:6]=1.[CH3:19][C:20]1[CH:30]=[CH:29][C:23]([C:24]([O:26][CH2:27]Cl)=[O:25])=[CH:22][CH:21]=1.[Cl-].[NH4+]>CN(C)C=O>[CH3:19][C:20]1[CH:30]=[CH:29][C:23]([C:24]([O:26][CH2:27][N:15]2[C:14](=[O:16])[O:13][N:12]=[C:11]2[C:7]2[CH:6]=[C:5]([C:4]([F:3])([F:17])[F:18])[CH:10]=[CH:9][N:8]=2)=[O:25])=[CH:22][CH:21]=1 |f:0.1,4.5|. Procedure details: Into 2 ml of N,N-dimethylformamide was suspended 0.07 g of sodium hydride (60% oily), and 0.3 g of 3-(4-trifluoromethylpyridin-2-yl)-1,2,4-oxadiazol-5-one was added at room temperature. After stirring for 10 minutes, 0.29 g of chloromethyl 4-methylbenzoate was added, and the mixture was stirred at 70° C. for 4 hours. The reaction solution was allowed to cool to room temperature, and poured into an aqueous saturated ammonium chloride solution, followed by extraction with ethyl acetate three times...